This data is from the Open Reaction Database (ORD), a public repository of structured organic reaction records. The task is: describe an organic reaction: reactants, conditions, products, and yield Solvent: C(C)C(=O)C (methyl ethyl ketone). The reactants are N(=C=O)C1=CC=C(C=C1)CC1=CC=C(C=C1)N=C=O (bis(4-isocyanatophenyl)methane), C(CCCCCCCCCCC)(=O)[O-].C(CCCCCCCCCCC)(=O)[O-].C(CCC)[Sn+2]CCCC (dibutyltin dilaurate), Sulfoester Polyol, [N-]=C=O (isocyanate). RXN SMILES: N(C1C=CC(CC2C=CC(N=C=O)=CC=2)=CC=1)=C=O.[C:20]([O-:33])(=[O:32])[CH2:21][CH2:22]CCCCCCCCC.[C:34]([O-])(=[O:46])[CH2:35]CCCCCCCCCC.C([Sn+2]CCCC)CCC.[N-:57]=[C:58]=[O:59]>C(C(C)=O)C>[C:20]([OH:33])(=[O:32])[CH:21]=[CH2:22].[NH2:57][C:58]([O:46][CH2:34][CH3:35])=[O:59] |f:1.2.3,6.7|. Conditions: temperature 60 celsius, time 4 hour. Procedure details: Into a one liter 3-neck flask equipped with a mechanical stirrer, reflux condenser and drying tube, thermometer, and oil bath with temperature control, 130 g (0.1 mole) Sulfoester Polyol A (prepared as described below), was added to 50 g (0.2 mole) bis(4-isocyanatophenyl)methane, 0.03 g dibutyltin dilaurate, and 150 g methyl ethyl ketone. As stirring was initiated, the temperature began to rise. Additional heat was applied to raise the temperature of the contents of the flask to 60° C. and held ... Yields the product C(C=C)(=O)O.NC(=O)OCC (Urethane Acrylate). Reactants: [H-].[Na+] (Sodium hydride), O[C@@H](C(=O)N(C)C)[C@H](C(=O)N(C)C)O ((+)-(2R,3R)-2,3-dihydroxy-N,N,N′,N′-tetramethylsuccinamide), ICCCCCCCCCCCC (1-iodododecane). The solvent is CCCCC (pentane), CN(C)C=O (DMF), CN(C)C=O (DMF). Conditions: time 90 minute. Yields the product C(CCCCCCCCCCC)O[C@@H](C(=O)N(C)C)[C@H](C(=O)N(C)C)OCCCCCCCCCCCC ((+)-(2R,3R)-2,3-bis(dodecyloxy)-N,N,N′,N′-tetramethylsuccinamide). Yield: 24.4%. As a reaction SMILES: [H-].[Na+].[OH:3][C@H:4]([C@@H:10]([OH:16])[C:11]([N:13]([CH3:15])[CH3:14])=[O:12])[C:5]([N:7]([CH3:9])[CH3:8])=[O:6].I[CH2:18][CH2:19][CH2:20][CH2:21][CH2:22][CH2:23][CH2:24][CH2:25][CH2:26][CH2:27][CH2:28][CH3:29]>CCCCC.CN(C=O)C>[CH2:18]([O:16][C@H:10]([C@@H:4]([O:3][CH2:29][CH2:28][CH2:27][CH2:26][CH2:25][CH2:24][CH2:23][CH2:22][CH2:21][CH2:20][CH2:19][CH3:18])[C:5]([N:7]([CH3:9])[CH3:8])=[O:6])[C:11]([N:13]([CH3:15])[CH3:14])=[O:12])[CH2:19][CH2:20][CH2:21][CH2:22][CH2:23][CH2:24][CH2:25][CH2:26][CH2:27][CH2:28][CH3:29] |f:0.1|. Procedure: Sodium hydride (3.60 g, 60%, 90.0 mmol) was washed with pentane (3×) before DMF (150 ml) and (+)-(2R,3R)-2,3-dihydroxy-N,N,N′,N′-tetramethylsuccinamide (9.2 g, 45.0 mmol, origin: Aldrich) were added. The reaction mixture was left stirring at room temperature for 90 min, then a solution of 1-iodododecane (28.0 g, 94.5 mmol) in DMF (50 ml) was added. The reaction was left stirring for another 2 h at room temperature and then heated at 80° C. overnight. After cooling to room temperature, the reacti... Reactants: N1C[C@H](CCC1)C(=O)OCC (ethyl (3S)-piperidine-3-carboxylate), CCN(C(C)C)C(C)C (DIPEA), C(C)(C)(C)C1=NC2=C(N1CC1CCOCC1)C=CC(=C2)S(=O)(=O)Cl (2-tert-butyl-1-(tetrahydro-2H-pyran-4-ylmethyl)-1H-benzimidazole-5-sulfonyl chloride). Run in ClCCCl (DCE), ClCCCl (DCE). Reaction conditions: time 8 hour. Yields the product C(C)(C)(C)C1=NC2=C(N1CC1CCOCC1)C=CC(=C2)S(=O)(=O)N2C[C@H](CCC2)C(=O)OCC (Ethyl (3S)-1-{[2-tert-butyl-1-(tetrahydro-2H-pyran-4-ylmethyl)-1H-benzimidazol-5-yl]sulfonyl}piperidine-3-carboxylate). As a reaction SMILES: [C:1]([C:5]1[N:9]([CH2:10][CH:11]2[CH2:16][CH2:15][O:14][CH2:13][CH2:12]2)[C:8]2[CH:17]=[CH:18][C:19]([S:21](Cl)(=[O:23])=[O:22])=[CH:20][C:7]=2[N:6]=1)([CH3:4])([CH3:3])[CH3:2].[NH:25]1[CH2:30][CH2:29][CH2:28][C@H:27]([C:31]([O:33][CH2:34][CH3:35])=[O:32])[CH2:26]1.CCN(C(C)C)C(C)C>ClCCCl>[C:1]([C:5]1[N:9]([CH2:10][CH:11]2[CH2:16][CH2:15][O:14][CH2:13][CH2:12]2)[C:8]2[CH:17]=[CH:18][C:19]([S:21]([N:25]3[CH2:30][CH2:29][CH2:28][C@H:27]([C:31]([O:33][CH2:34][CH3:35])=[O:32])[CH2:26]3)(=[O:23])=[O:22])=[CH:20][C:7]=2[N:6]=1)([CH3:4])([CH3:3])[CH3:2]. Procedure details: A suspension of 2-tert-butyl-1-(tetrahydro-2H-pyran-4-ylmethyl)-1H-benzimidazole-5-sulfonyl chloride (300 mg, 0.80 mmol) in DCE (5 mL) was slowly added to a solution of ethyl (3S)-piperidine-3-carboxylate (140 mg, 0.88 mmol) and DIPEA (1.4 mL, 8.0 mmol) in DCE (25 mL). The reaction mixture was stirred overnight at ambient temperature and the solvent was concentrated. The product was purified by MPLC on silica gel using 60-90% EtOAc/heptane as eluent to provide the title compound as white solid. ... The reactants are ClCCl, CN1c2ccccc2CC1COc1ccc(CC2SC(=O)N(C(c3ccccc3)(c3ccccc3)c3ccccc3)C2=O)cc1, O=C(O)C(F)(F)F. Yields the product CN1c2ccccc2CC1COc1ccc(CC2SC(=O)NC2=O)cc1. As a reaction SMILES: [CH2:53]([Cl:54])[Cl:55].[CH3:8][N:9]1[CH:10]([CH2:18][O:19][c:20]2[cH:21][cH:22][c:23]([CH2:24][CH:25]3[C:26](=[O:50])[N:27]([C:31]([c:32]4[cH:33][cH:34][cH:35][cH:36][cH:37]4)([c:38]4[cH:39][cH:40][cH:41][cH:42][cH:43]4)[c:44]4[cH:45][cH:46][cH:47][cH:48][cH:49]4)[C:28](=[O:30])[S:29]3)[cH:51][cH:52]2)[CH2:11][c:12]2[cH:13][cH:14][cH:15][cH:16][c:17]21.[OH:1][C:2]([C:3]([F:4])([F:5])[F:6])=[O:7]>>[CH3:8][N:9]1[CH:10]([CH2:18][O:19][c:20]2[cH:21][cH:22][c:23]([CH2:24][CH:25]3[C:26](=[O:50])[NH:27][C:28](=[O:30])[S:29]3)[cH:51][cH:52]2)[CH2:11][c:12]2[cH:13][cH:14][cH:15][cH:16][c:17]21. Starting materials: CC(C)C(=O)c1cn(Cc2c(F)cccc2F)c2sc(-c3ccccc3)c(CBr)c2c1=O, CS(=O)(=O)O, CCOC(C)=O, [Na+], O=[N+]([O-])[O-], O. The product is CC(C)C(=O)c1cn(Cc2c(F)cccc2F)c2sc(-c3ccc([N+](=O)[O-])cc3)c(CBr)c2c1=O. Reaction SMILES: [Br:1][CH2:2][c:3]1[c:4](-[c:27]2[cH:28][cH:29][cH:30][cH:31][cH:32]2)[s:5][c:6]2[n:7]([CH2:18][c:19]3[c:20]([F:26])[cH:21][cH:22][cH:23][c:24]3[F:25])[cH:8][c:9]([C:13]([CH:14]([CH3:15])[CH3:16])=[O:17])[c:10](=[O:12])[c:11]12.[CH3:39][S:40](=[O:41])(=[O:42])[OH:43].[CH3:44][CH2:45][O:46][C:47](=[O:48])[CH3:49].[Na+:33].[O-:34][N+:35]([O-:36])=[O:37].[OH2:38]>>[Br:1][CH2:2][c:3]1[c:4](-[c:27]2[cH:28][cH:29][c:30]([N+:35](=[O:34])[O-:36])[cH:31][cH:32]2)[s:5][c:6]2[n:7]([CH2:18][c:19]3[c:20]([F:26])[cH:21][cH:22][cH:23][c:24]3[F:25])[cH:8][c:9]([C:13]([CH:14]([CH3:15])[CH3:16])=[O:17])[c:10](=[O:12])[c:11]12. The reactants are N(=C=S)C(C)(C)C (2-isothiocyanato-2-methylpropane), N[C@@H](CCN1CCC(CC1)C=1C=C(C=CC1)NC(C(C)C)=O)C1=CC=CC=C1 (N-(3-{1-[(3S)-3-amino-3-phenylpropyl]-4-piperidinyl}phenyl)-2-methylpropanamide). Yields the product C(C)(C)(C)NC(=S)N[C@@H](CCN1CCC(CC1)C=1C=C(C=CC1)NC(C(C)C)=O)C1=CC=CC=C1 (N-{3-[1-((3S)-3-{[(TERT-BUTYLAMINO)CARBOTHIOYL]AMINO}-3-PHENYLPROPYL)-4-PIPERIDINYL]PHENYL}-2-METHYLPROPANAMIDE). Reaction SMILES: [N:1]([C:4]([CH3:7])([CH3:6])[CH3:5])=[C:2]=[S:3].[NH2:8][C@H:9]([C:30]1[CH:35]=[CH:34][CH:33]=[CH:32][CH:31]=1)[CH2:10][CH2:11][N:12]1[CH2:17][CH2:16][CH:15]([C:18]2[CH:19]=[C:20]([NH:24][C:25](=[O:29])[CH:26]([CH3:28])[CH3:27])[CH:21]=[CH:22][CH:23]=2)[CH2:14][CH2:13]1>>[C:4]([NH:1][C:2]([NH:8][C@H:9]([C:30]1[CH:31]=[CH:32][CH:33]=[CH:34][CH:35]=1)[CH2:10][CH2:11][N:12]1[CH2:17][CH2:16][CH:15]([C:18]2[CH:19]=[C:20]([NH:24][C:25](=[O:29])[CH:26]([CH3:28])[CH3:27])[CH:21]=[CH:22][CH:23]=2)[CH2:14][CH2:13]1)=[S:3])([CH3:7])([CH3:6])[CH3:5]. Procedure: Prepared by Procedure P and Scheme AB using 2-isothiocyanato-2-methylpropane and N-(3-{1-[(3S)-3-amino-3-phenylpropyl]-4-piperidinyl}phenyl)-2-methylpropanamide: ESMS m/e: 495.1 (M+H)+. Reactants: CNN(S(=O)=O)NC (N,N-dimethylaminosulfonamide), FC1=CC=C(C(=O)O)C=C1 (4-fluorobenzoic acid), CCN=C=NCCCN(C)C (EDCI), C(C)(C)N(C(C)C)CC (N,N-diisopropylethylamine). The reagents and catalysts are CN(C)C=1C=CN=CC1 (DMAP). Run in O (water), Cl (HCl), ClCCCl (1,2-dichloroethane). Reaction conditions: time 20 minute. Product: CN(S(=O)(=O)NC(C1=CC=C(C=C1)F)=O)C (N-[(dimethylamino)sulfonyl]-4-fluorobenzamide). Yield: 47.5%. Reaction SMILES: [F:1][C:2]1[CH:10]=[CH:9][C:5]([C:6](O)=[O:7])=[CH:4][CH:3]=1.C[CH2:12][N:13]=[C:14]=NCCCN(C)C.C(N(CC)C(C)C)(C)C.CN[N:33](NC)[SH:34](=[O:36])=[O:35]>ClCCCl.CN(C1C=CN=CC=1)C.O.Cl>[CH3:12][N:13]([CH3:14])[S:34]([NH:33][C:6](=[O:7])[C:5]1[CH:9]=[CH:10][C:2]([F:1])=[CH:3][CH:4]=1)(=[O:36])=[O:35]. Reported procedure: To a solution of 4-fluorobenzoic acid (700 mg, 5.0 mmol) in 1,2-dichloroethane (30 mL) was added EDCI (2.38 g, 12.5 mmol), DMAP (1.52 mg, 12.5 mmol) and N,N-diisopropylethylamine (2.17 mL, 12.5 mmol) and stirred for 20 minutes at room temperature. N,N-dimethylaminosulfonamide (1.24 g, 10.0 mmol) was added to the solution and the mixture heated at 60° C. for 2.5 hours. The mixture was cooled, diluted with water (20 mL) and 2M HCl (20 mL) and extracted with DCM (3×30 mL), washed with water (20 mL)... Reactants: COc1ccccc1-c1n[nH]c2ncc(Br)cc12, CNC(=O)c1ccc(B(O)O)cc1, CC#N, ClCCl, [Na+], O=C([O-])O. Yields the product CNC(=O)c1ccc(-c2cnc3[nH]nc(-c4ccccc4OC)c3c2)cc1. RXN SMILES: [Br:1][c:2]1[cH:3][c:4]2[c:5]([n:6][cH:7]1)[nH:8][n:9][c:10]2-[c:11]1[c:12]([O:17][CH3:18])[cH:13][cH:14][cH:15][cH:16]1.[CH3:19][NH:20][C:21](=[O:22])[c:23]1[cH:24][cH:25][c:26]([B:29]([OH:30])[OH:31])[cH:27][cH:28]1.[CH3:35][C:36]#[N:37].[Cl:32][CH2:33][Cl:34].[Na+:42].[O-:38][C:39]([OH:40])=[O:41]>>[c:2]1(-[c:26]2[cH:25][cH:24][c:23]([C:21]([NH:20][CH3:19])=[O:22])[cH:28][cH:27]2)[cH:3][c:4]2[c:5]([n:6][cH:7]1)[nH:8][n:9][c:10]2-[c:11]1[c:12]([O:17][CH3:18])[cH:13][cH:14][cH:15][cH:16]1.